The task is: describe an organic reaction: reactants, conditions, products, and yield. This data is from the Open Reaction Database (ORD), a public repository of structured organic reaction records. Starting materials: Brc1cncc(NC2C3CC4CC2CN(C4)C3)c1, O=C([O-])C=CC(=O)[O-], Cc1cccc(B(O)O)c1. Yields the product O=C(O)C=CC(=O)O, Cc1cccc(-c2cncc(NC3C4CC5CC3CN(C5)C4)c2)c1. As a reaction SMILES: [Br:1][c:2]1[cH:3][c:4]([NH:8][CH:9]2[CH:10]3[CH2:11][N:12]4[CH2:13][CH:14]([CH2:15][CH:16]2[CH2:17]4)[CH2:18]3)[cH:5][n:6][cH:7]1.[C:29]([CH:30]=[CH:31][C:32](=[O:33])[O-:34])(=[O:35])[O-:36].[c:19]1([CH3:28])[cH:20][c:21]([B:25]([OH:26])[OH:27])[cH:22][cH:23][cH:24]1>>[C:29]([CH:30]=[CH:31][C:32](=[O:33])[OH:34])(=[O:35])[OH:36].[c:2]1(-[c:21]2[cH:20][c:19]([CH3:28])[cH:24][cH:23][cH:22]2)[cH:3][c:4]([NH:8][CH:9]2[CH:10]3[CH2:11][N:12]4[CH2:13][CH:14]([CH2:15][CH:16]2[CH2:17]4)[CH2:18]3)[cH:5][n:6][cH:7]1. The reactants are C1(CCCC1)OC1=CC=CC2=C1C(=NO2)OCC2CCNCC2 (4-(Cyclopentyloxy)-3-(piperidin-4-ylmethoxy)-1,2-benzisoxazole), C(=O)C1(CCOCC1)C(=O)OC (Methyl 4-formyltetrahydro-2H-pyran-4-carboxylate), C(=O)C1(CCC1)C(=O)OC (methyl 1-formylcyclobutanecarboxylate). Yields the product C1(CCCC1)OC1=CC=CC2=C1C(=NO2)OCC2CCN(CC2)CC2(CCOCC2)C(=O)OC (Methyl 4-{[4-({[4-(cyclopentyloxy)-1,2-benzisoxazol-3-yl]oxy}methyl)piperidin-1-yl]methyl}tetrahydro-2H-pyran-4-carboxylate). RXN SMILES: [CH:1]1([O:6][C:7]2[C:12]3[C:13]([O:16][CH2:17][CH:18]4[CH2:23][CH2:22][NH:21][CH2:20][CH2:19]4)=[N:14][O:15][C:11]=3[CH:10]=[CH:9][CH:8]=2)[CH2:5][CH2:4][CH2:3][CH2:2]1.[CH:24]([C:26]1([C:32]([O:34][CH3:35])=[O:33])[CH2:31][CH2:30][O:29][CH2:28][CH2:27]1)=O.C(C1(C(OC)=O)CCC1)=O>>[CH:1]1([O:6][C:7]2[C:12]3[C:13]([O:16][CH2:17][CH:18]4[CH2:19][CH2:20][N:21]([CH2:24][C:26]5([C:32]([O:34][CH3:35])=[O:33])[CH2:31][CH2:30][O:29][CH2:28][CH2:27]5)[CH2:22][CH2:23]4)=[N:14][O:15][C:11]=3[CH:10]=[CH:9][CH:8]=2)[CH2:5][CH2:4][CH2:3][CH2:2]1. Procedure: The title compound was prepared according to the procedure described in Step 3 of EXAMPLE 2 using 4-(cyclopentyloxy)-3-(piperidin-4-ylmethoxy)-1,2-benzisoxazole (EXAMPLE 24, Step 2) and methyl 4-formyltetrahydro-2H-pyran-4-carboxylate (EXAMPLE 18, Step 1) instead of 3-(piperidin-4-ylmethoxy)-4-(2,2,2-trifluoroethoxy)-1,2-benzisoxazole and methyl 1-formylcyclobutanecarboxylate. The reactants are C(C)(C)(C)OC(=O)N1[C@@H]2[C@H](CC1)CNC2 ((3aR,6aR)-hexahydro-pyrrolo[3,4-b]pyrrole-1-carboxylic acid tert-butyl ester), C=O (paraformaldehyde), C(#N)[BH3-].[Na+] (Sodium cyanoborohydride). Run in [OH-].[Na+] (NaOH), CO (methanol). Reaction conditions: time 1 hour. Product: C(C)(C)(C)OC(=O)N1[C@@H]2[C@H](CC1)CN(C2)C ((3aR,6aR)-5-Methyl-hexahydro-pyrrolo[3,4-b]pyrrole-1-carboxylic acid tert-butyl ester). RXN SMILES: [C:1]([O:5][C:6]([N:8]1[CH2:12][CH2:11][C@@H:10]2[CH2:13][NH:14][CH2:15][C@H:9]12)=[O:7])([CH3:4])([CH3:3])[CH3:2].C=O.[C:18]([BH3-])#N.[Na+]>CO.[OH-].[Na+]>[C:1]([O:5][C:6]([N:8]1[CH2:12][CH2:11][C@@H:10]2[CH2:13][N:14]([CH3:18])[CH2:15][C@H:9]12)=[O:7])([CH3:4])([CH3:2])[CH3:3] |f:2.3,5.6|. Procedure details: To a solution of (3aR,6aR)-hexahydro-pyrrolo[3,4-b]pyrrole-1-carboxylic acid tert-butyl ester (18.31 g, 0.86 mol) in methanol (450 ml) was added paraformaldehyde (52 g, 1.72 mole) and the mixture was stirred at room temperature for 1 hour. Sodium cyanoborohydride was then added and the mixture was stirred at room temperature for 10 hours, diluted with 1N NaOH (450 ml), extracted with dichloromethane (5×200 ml). The combined organic layers were dried (Na2SO4), filtered and concentrated to provide...